Dataset: the Open Reaction Database (ORD), a public repository of structured organic reaction records. Task: describe an organic reaction: reactants, conditions, products, and yield Starting materials: C(C1=CC=CC=C1)C1=NC=CC=C1 (2-Benzylpyridine), C1(=CC=CC=C1)[Li] (phenyl lithium), Cl (hydrochloric acid), CN=C=S (methyl isothiocyanate). Run in C1=CC=CC=C1 (benzene), C1=CC=CC=C1.CCOCC (benzene ether), C1=CC=CC=C1 (benzene), O (water). Reaction conditions: time 30 minute. The product is CNC(C(C1=NC=CC=C1)C1=CC=CC=C1)=S (N-methyl-2-phenyl-2-(2-pyridyl)thioacetamide). Reaction SMILES: [CH2:1]([C:8]1[CH:13]=[CH:12][CH:11]=[CH:10][N:9]=1)[C:2]1[CH:7]=[CH:6][CH:5]=[CH:4][CH:3]=1.C1([Li])C=CC=CC=1.[CH3:21][N:22]=[C:23]=[S:24].Cl>C1C=CC=CC=1.CCOCC.O.C1C=CC=CC=1>[CH3:21][NH:22][C:23](=[S:24])[CH:1]([C:2]1[CH:7]=[CH:6][CH:5]=[CH:4][CH:3]=1)[C:8]1[CH:13]=[CH:12][CH:11]=[CH:10][N:9]=1 |f:4.5|. Reported procedure: 2-Benzylpyridine (6.1 g.) dissolved in 25 ml. of dry benzene is added dropwise to 20 ml. of 2M phenyl lithium in benzene/ether with cooling. The mixture is stirred for 30 minutes, then 2.6 g. of methyl isothiocyanate, dissolved in 40 ml. of dry benzene, is added dropwise with cooling. The resulting solution is stirred overnight. An equal volume of water is added and the solution is cooled and made acidic with 10% aqueous hydrochloric acid. The phases are separated, the organic phase is washed wi... The reactants are O1C(=CC=C1)C(=O)OC (Methyl furoate), [H][H] (hydrogen). The reagents and catalysts are [Pd] (palladium-on-charcoal). Solvent: CO (methanol). Conditions: time 45 hour. Yields the product O1C(CCC1)C(=O)OC (methyl tetrahydrofuroate). Reaction SMILES: [O:1]1[CH:5]=[CH:4][CH:3]=[C:2]1[C:6]([O:8][CH3:9])=[O:7].[H][H]>[Pd].CO>[O:1]1[CH2:5][CH2:4][CH2:3][CH:2]1[C:6]([O:8][CH3:9])=[O:7]. Procedure: Methyl furoate is dissolved in 180 ml. of methanol. Thereafter 1 g. of 5 percent palladium-on-charcoal is added. The mixture is then hydrogenated at 1 to 3 atmospheres. After 45 hr. 0.79 moles of hydrogen are consumed. The black mixture is then filtered through Celite using 50 ml. of methanol to wash the reaction flask and filter. Evaporation of the filtrate under reduced pressure at 40°-45° C. bath temperature yields 51 g. of a yellow oil which is thereafter distilled, collecting that fraction ... Starting materials: C(=NC1CCCCC1)=NC1CCCCC1, CN1C(=O)CC(=O)N(C)C1=O, CN(C)c1ccncc1, ClCCl, O=C(O)Cc1ccccc1. Product: CN1C(=O)C(C(=O)Cc2ccccc2)C(=O)N(C)C1=O. As a reaction SMILES: [CH2:22]1[CH2:23][CH2:24][CH:25]([N:26]=[C:27]=[N:28][CH:29]2[CH2:30][CH2:31][CH2:32][CH2:33][CH2:34]2)[CH2:35][CH2:36]1.[CH3:1][N:2]1[C:3](=[O:4])[N:5]([CH3:11])[C:6](=[O:7])[CH2:8][C:9]1=[O:10].[CH3:37][N:38]([CH3:39])[c:40]1[cH:41][cH:42][n:43][cH:44][cH:45]1.[Cl:46][CH2:47][Cl:48].[OH:12][C:13](=[O:14])[CH2:15][c:16]1[cH:17][cH:18][cH:19][cH:20][cH:21]1>>[CH3:1][N:2]1[C:3](=[O:4])[N:5]([CH3:11])[C:6](=[O:7])[CH:8]([C:13](=[O:12])[CH2:15][c:16]2[cH:17][cH:18][cH:19][cH:20][cH:21]2)[C:9]1=[O:10]. Reactants: CO (methanol), C(C1=CC=CC=C1)(=O)N (benzamide), C(C1=CC=CC=C1)=O (benzaldehyde), C1(=CC=CC=C1)S(=O)[O-].[Na+] (sodium phenylsulphinate). Solvent: O (water), C(=O)O (formic acid). Run at temperature 20 celsius, time 30 minute. Product: C1(=CC=CC=C1)S(=O)(=O)C(C1=CC=CC=C1)NC(C1=CC=CC=C1)=O (N-(α-phenylsulphonyl-benzyl)benzamide). Isolated yield 15.3%. As a reaction SMILES: [C:1]1([S:7]([O-:9])=[O:8])[CH:6]=[CH:5][CH:4]=[CH:3][CH:2]=1.[Na+].[C:11]([NH2:19])(=[O:18])[C:12]1[CH:17]=[CH:16][CH:15]=[CH:14][CH:13]=1.[CH:20](=O)[C:21]1[CH:26]=[CH:25][CH:24]=[CH:23][CH:22]=1.CO>O.C(O)=O>[C:1]1([S:7]([CH:20]([NH:19][C:11](=[O:18])[C:12]2[CH:17]=[CH:16][CH:15]=[CH:14][CH:13]=2)[C:21]2[CH:26]=[CH:25][CH:24]=[CH:23][CH:22]=2)(=[O:9])=[O:8])[CH:6]=[CH:5][CH:4]=[CH:3][CH:2]=1 |f:0.1|. Procedure details: A solution of 40.2 g of sodium phenylsulphinate in 200 cm3 of water is introduced into a 500 cm3 reactor equipped with a magnetic stirrer and a reflux condenser. A mixture of 12.35 g of benzamide and 21.22 g of benzaldehyde is then added. 60 cm3 of methanol are then added so as to obtain an off-white emulsion and then 7.54 cm3 of formic acid (d=1.22) are added. After stirring for 41 hours 30 minutes at a temperature in the region of 20° C., the mixture is heated for 3 hours at 65° C. After filtr... The reactants are CC(C)(C)OC(=O)CBr, COC(=O)c1scc(Br)c1O, CCOC(C)=O, [K+], [K+], O=C([O-])[O-], CN(C)C=O. Product: COC(=O)c1scc(Br)c1OCC(=O)OC(C)(C)C. RXN SMILES: [Br:12][CH2:13][C:14](=[O:15])[O:16][C:17]([CH3:18])([CH3:19])[CH3:20].[CH3:1][O:2][C:3](=[O:4])[c:5]1[s:6][cH:7][c:8]([Br:11])[c:9]1[OH:10].[CH3:32][CH2:33][O:34][C:35]([CH3:36])=[O:37].[K+:21].[K+:22].[O-:23][C:24]([O-:25])=[O:26].[O:27]=[CH:28][N:29]([CH3:30])[CH3:31]>>[CH3:1][O:2][C:3](=[O:4])[c:5]1[s:6][cH:7][c:8]([Br:11])[c:9]1[O:10][CH2:13][C:14](=[O:15])[O:16][C:17]([CH3:18])([CH3:19])[CH3:20]. The product is CS(=O)(=O)OC1CNC(N2CCNC2=O)C1=C=O. Reaction SMILES: [CH3:1][S:2](=[O:3])(=[O:4])[O:5][CH:6]1[C:7](=[C:30]=[O:31])[CH:8]([N:24]2[C:25](=[O:29])[NH:26][CH2:27][CH2:28]2)[N:9]([C:11]([O:12][CH2:13][c:14]2[cH:15][cH:16][c:17]([N+:18]([O-:19])=[O:20])[cH:21][cH:22]2)=[O:23])[CH2:10]1.[CH3:32][OH:33].[H:34][H:35].[O:36]1[CH2:37][CH2:38][CH2:39][CH2:40]1>>[CH3:1][S:2](=[O:3])(=[O:4])[O:5][CH:6]1[C:7](=[C:30]=[O:31])[CH:8]([N:24]2[C:25](=[O:29])[NH:26][CH2:27][CH2:28]2)[NH:9][CH2:10]1. The reactants are CS(=O)(=O)OC1CN(C(=O)OCc2ccc([N+](=O)[O-])cc2)C(N2CCNC2=O)C1=C=O, CO, [H][H], C1CCOC1.